Dataset: the Open Reaction Database (ORD), a public repository of structured organic reaction records. Task: describe an organic reaction: reactants, conditions, products, and yield Reactants: ClCCCBr, CCc1nc2ccccc2[nH]1, CC[N+](CC)(CC)Cc1ccccc1, Cc1ccccc1, [Cl-], [Na+], [OH-]. Yields the product CCc1nc2ccccc2n1CCCCl. Reaction SMILES: [Br:14][CH2:15][CH2:16][CH2:17][Cl:18].[CH2:1]([CH3:2])[c:3]1[n:4][c:5]2[c:6]([nH:7]1)[cH:8][cH:9][cH:10][cH:11]2.[CH2:20]([N+:21]([CH2:22][CH3:23])([CH2:24][CH3:25])[CH2:26][c:27]1[cH:28][cH:29][cH:30][cH:31][cH:32]1)[CH3:33].[CH3:34][c:35]1[cH:36][cH:37][cH:38][cH:39][cH:40]1.[Cl-:19].[Na+:13].[OH-:12]>>[CH2:1]([CH3:2])[c:3]1[n:4][c:5]2[c:6]([n:7]1[CH2:15][CH2:16][CH2:17][Cl:18])[cH:8][cH:9][cH:10][cH:11]2. Reactants: C1CCOC1, C[Si](C)(C)[N-][Si](C)(C)C, CN1CCCC1=O, O=C1CCC(c2cccc(F)c2F)CN1, [Li+], O=S(=O)(OCC(F)(F)F)C(F)(F)F. Product: O=C1CCC(c2cccc(F)c2F)CN1CC(F)(F)F. RXN SMILES: [CH2:39]1[O:40][CH2:41][CH2:42][CH2:43]1.[CH3:16][Si:17]([N-:18][Si:19]([CH3:20])([CH3:21])[CH3:22])([CH3:23])[CH3:24].[CH3:44][N:45]1[CH2:46][CH2:47][CH2:48][C:49]1=[O:50].[F:1][c:2]1[c:3]([CH:9]2[CH2:10][CH2:11][C:12](=[O:15])[NH:13][CH2:14]2)[cH:4][cH:5][cH:6][c:7]1[F:8].[Li+:25].[S:26]([O:27][CH2:34][C:35]([F:36])([F:37])[F:38])([C:28]([F:29])([F:30])[F:31])(=[O:32])=[O:33]>>[F:1][c:2]1[c:3]([CH:9]2[CH2:10][CH2:11][C:12](=[O:15])[N:13]([CH2:34][C:35]([F:36])([F:37])[F:38])[CH2:14]2)[cH:4][cH:5][cH:6][c:7]1[F:8]. Starting materials: O=C(NC(Cc1ccccc1)C(O)CNOC1CCCCC1)OC1COC2OCCC12, CN(C)c1ccccn1, O=S(=O)(Cl)c1ccc2c(c1)OCCO2, C1CCOC1. Yields the product O=C(NC(Cc1ccccc1)C(O)CN(OC1CCCCC1)S(=O)(=O)c1ccc2c(c1)OCCO2)OC1COC2OCCC12. Reaction SMILES: [CH2:15]([c:16]1[cH:17][cH:18][cH:19][cH:20][cH:21]1)[CH:22]([CH:23]([CH2:24][NH:25][O:26][CH:27]1[CH2:28][CH2:29][CH2:30][CH2:31][CH2:32]1)[OH:33])[NH:34][C:35]([O:36][CH:37]1[CH2:38][O:39][CH:40]2[O:41][CH2:42][CH2:43][CH:44]12)=[O:45].[CH3:46][N:47]([c:48]1[cH:49][cH:50][cH:51][cH:52][n:53]1)[CH3:54].[O:1]1[CH2:2][CH2:3][O:4][c:5]2[c:6]1[cH:7][cH:8][c:9]([S:11](=[O:12])(=[O:13])[Cl:14])[cH:10]2.[O:55]1[CH2:56][CH2:57][CH2:58][CH2:59]1>>[O:1]1[CH2:2][CH2:3][O:4][c:5]2[c:6]1[cH:7][cH:8][c:9]([S:11](=[O:12])(=[O:13])[N:25]([CH2:24][CH:23]([CH:22]([CH2:15][c:16]1[cH:17][cH:18][cH:19][cH:20][cH:21]1)[NH:34][C:35]([O:36][CH:37]1[CH2:38][O:39][CH:40]3[O:41][CH2:42][CH2:43][CH:44]13)=[O:45])[OH:33])[O:26][CH:27]1[CH2:28][CH2:29][CH2:30][CH2:31][CH2:32]1)[cH:10]2.